Dataset: the Open Reaction Database (ORD), a public repository of structured organic reaction records. Task: describe an organic reaction: reactants, conditions, products, and yield The reactants are CCOC(=O)C(=O)OCC, CCO, [Na], CC(=O)COc1ccccc1. Yields the product CCOC(=O)C(=O)CC(=O)COc1ccccc1. Reaction SMILES: [C:13]([C:14](=[O:15])[O:16][CH2:17][CH3:18])(=[O:19])[O:20][CH2:21][CH3:22].[CH3:23][CH2:24][OH:25].[Na:1].[O:2]([c:3]1[cH:4][cH:5][cH:6][cH:7][cH:8]1)[CH2:9][C:10]([CH3:11])=[O:12]>>[O:2]([c:3]1[cH:4][cH:5][cH:6][cH:7][cH:8]1)[CH2:9][C:10]([CH2:11][C:13]([C:14](=[O:15])[O:16][CH2:17][CH3:18])=[O:19])=[O:12]. Reaction SMILES: [Cl:1][c:2]1[cH:3][cH:4][c:5]([CH2:6][n:7]2[cH:8][c:9]([CH:16]([OH:17])[c:18]3[n:19]([CH2:39][O:40][CH2:41][CH2:42][Si:43]([CH3:44])([CH3:45])[CH3:46])[c:20]([S:29](=[O:30])(=[O:31])[c:32]4[cH:33][cH:34][c:35]([CH3:38])[cH:36][cH:37]4)[c:21](-[c:23]4[n:24][cH:25][cH:26][cH:27][cH:28]4)[n:22]3)[c:10]3[cH:11][cH:12][cH:13][cH:14][c:15]23)[cH:47][cH:48]1.[Cl:49][CH2:50][Cl:51].[O:52]=[Mn:53]=[O:54]>>[Cl:1][c:2]1[cH:3][cH:4][c:5]([CH2:6][n:7]2[cH:8][c:9]([C:16](=[O:17])[c:18]3[n:19]([CH2:39][O:40][CH2:41][CH2:42][Si:43]([CH3:44])([CH3:45])[CH3:46])[c:20]([S:29](=[O:30])(=[O:31])[c:32]4[cH:33][cH:34][c:35]([CH3:38])[cH:36][cH:37]4)[c:21](-[c:23]4[n:24][cH:25][cH:26][cH:27][cH:28]4)[n:22]3)[c:10]3[cH:11][cH:12][cH:13][cH:14][c:15]23)[cH:47][cH:48]1. Reactants: Cc1ccc(S(=O)(=O)c2c(-c3ccccn3)nc(C(O)c3cn(Cc4ccc(Cl)cc4)c4ccccc34)n2COCC[Si](C)(C)C)cc1, ClCCl, O=[Mn]=O. Product: Cc1ccc(S(=O)(=O)c2c(-c3ccccn3)nc(C(=O)c3cn(Cc4ccc(Cl)cc4)c4ccccc34)n2COCC[Si](C)(C)C)cc1. Reactants: CCc1nccn1Cc1cccc(-c2cc(CC(C)C)sc2S(=O)(=O)NC(C)(C)C)c1, CCCCOC(=O)Cl, ClCCl, c1ccc(N2CCCC2)nc1, O=C(O)CC(O)(CC(=O)O)C(=O)O. Yields the product CCCCOC(=O)NS(=O)(=O)c1sc(CC(C)C)cc1-c1cccc(Cn2ccnc2CC)c1. Reaction SMILES: [CH2:1]([CH3:2])[c:3]1[n:4]([CH2:8][c:9]2[cH:10][c:11](-[c:15]3[c:16]([S:24](=[O:25])(=[O:26])[NH:27][C:28]([CH3:29])([CH3:30])[CH3:31])[s:17][c:18]([CH2:20][CH:21]([CH3:22])[CH3:23])[cH:19]3)[cH:12][cH:13][cH:14]2)[cH:5][cH:6][n:7]1.[Cl:43][C:44](=[O:45])[O:46][CH2:47][CH2:48][CH2:49][CH3:50].[Cl:64][CH2:65][Cl:66].[N:32]1([c:33]2[cH:34][cH:35][cH:36][cH:37][n:38]2)[CH2:39][CH2:40][CH2:41][CH2:42]1.[OH:51][C:52]([CH2:53][C:54]([C:55](=[O:56])[OH:57])([CH2:58][C:59](=[O:60])[OH:61])[OH:62])=[O:63]>>[CH2:1]([CH3:2])[c:3]1[n:4]([CH2:8][c:9]2[cH:10][c:11](-[c:15]3[c:16]([S:24](=[O:25])(=[O:26])[NH:27][C:44](=[O:45])[O:46][CH2:47][CH2:48][CH2:49][CH3:50])[s:17][c:18]([CH2:20][CH:21]([CH3:22])[CH3:23])[cH:19]3)[cH:12][cH:13][cH:14]2)[cH:5][cH:6][n:7]1.